This data is from the Open Reaction Database (ORD), a public repository of structured organic reaction records. The task is: describe an organic reaction: reactants, conditions, products, and yield Starting materials: Brc1cccc(-n2cccc2)c1, CC(=O)[O-], Cl, [K+], O=C(NC1CN2CCC1CC2)c1cc2cccc(Br)c2s1, [Na+], [Na+], O=C([O-])[O-], CN(C)C=O. Product: Cl, O=C(NC1CN2CCC1CC2)c1cc2cccc(-c3cccc(-n4cccc4)c3)c2s1. Reaction SMILES: [Br:1][c:2]1[cH:3][c:4](-[n:8]2[cH:9][cH:10][cH:11][cH:12]2)[cH:5][cH:6][cH:7]1.[CH3:14][C:15](=[O:16])[O-:17].[ClH:18].[K+:13].[N:19]12[CH2:20][CH:21]([NH:27][C:28](=[O:29])[c:30]3[s:31][c:32]4[c:33]([cH:34]3)[cH:35][cH:36][cH:37][c:38]4[Br:39])[CH:22]([CH2:23][CH2:24]1)[CH2:25][CH2:26]2.[Na+:40].[Na+:41].[O-:42][C:43](=[O:44])[O-:45].[O:46]=[CH:47][N:48]([CH3:49])[CH3:50]>>[ClH:18].[c:2]1(-[c:38]2[c:32]3[s:31][c:30]([C:28]([NH:27][CH:21]4[CH2:20][N:19]5[CH2:24][CH2:23][CH:22]4[CH2:25][CH2:26]5)=[O:29])[cH:34][c:33]3[cH:35][cH:36][cH:37]2)[cH:3][c:4](-[n:8]2[cH:9][cH:10][cH:11][cH:12]2)[cH:5][cH:6][cH:7]1. Reactants: CN(C)C=O, Cc1nn(-c2cc(OC(C)C)c(Cl)cc2Cl)c(=O)[nH]c1=O, [H-], CI, [Na+]. Product: Cc1nn(-c2cc(OC(C)C)c(Cl)cc2Cl)c(=O)n(C)c1=O. Reaction SMILES: [CH3:26][N:27]([CH3:28])[CH:29]=[O:30].[Cl:1][c:2]1[c:3](-[n:13]2[n:14][c:15]([CH3:21])[c:16](=[O:20])[nH:17][c:18]2=[O:19])[cH:4][c:5]([O:9][CH:10]([CH3:11])[CH3:12])[c:6]([Cl:8])[cH:7]1.[H-:22].[I:24][CH3:25].[Na+:23]>>[Cl:1][c:2]1[c:3](-[n:13]2[n:14][c:15]([CH3:21])[c:16](=[O:20])[n:17]([CH3:25])[c:18]2=[O:19])[cH:4][c:5]([O:9][CH:10]([CH3:11])[CH3:12])[c:6]([Cl:8])[cH:7]1. The reactants are [Br-], C[Mg+], ClCCl, CON(C)C(=O)c1ccc2c(c1)ncn2-c1ccnc(NC(C)c2ccccc2)n1. Product: CC(=O)c1ccc2c(c1)ncn2-c1ccnc(NC(C)c2ccccc2)n1. RXN SMILES: [Br-:1].[CH3:2][Mg+:3].[Cl:34][CH2:35][Cl:36].[c:4]1([CH:10]([CH3:11])[NH:12][c:13]2[n:14][cH:15][cH:16][c:17](-[n:19]3[cH:20][n:21][c:22]4[c:23]3[cH:24][cH:25][c:26]([C:28](=[O:29])[N:30]([CH3:31])[O:32][CH3:33])[cH:27]4)[n:18]2)[cH:5][cH:6][cH:7][cH:8][cH:9]1>>[CH3:2][C:28]([c:26]1[cH:25][cH:24][c:23]2[n:19](-[c:17]3[cH:16][cH:15][n:14][c:13]([NH:12][CH:10]([c:4]4[cH:5][cH:6][cH:7][cH:8][cH:9]4)[CH3:11])[n:18]3)[cH:20][n:21][c:22]2[cH:27]1)=[O:29]. Starting materials: COC(C(CC1=CC(=CC=C1)O)OC)=O (3-(3-Hydroxy-phenyl)-2-methoxy-propionic acid methyl ester), C([O-])([O-])=O.[Cs+].[Cs+] (Cesium Carbonate), BrCCCOC1=CC=C(C=C1)C1=CC=CC=C1 (4-(3-bromopropoxy)biphenyl). The solvent is CN(C)C=O (DMF). Run at time 8 hour. Product: C1(=CC=C(C=C1)OCCCOC=1C=C(C=CC1)CC(C(=O)O)OC)C1=CC=CC=C1 (3-{3-[3-(Biphenyl-4-yloxy)-propoxy]-phenyl}-2-methoxy-propionic acid). RXN SMILES: C[O:2][C:3](=[O:15])[CH:4]([O:13][CH3:14])[CH2:5][C:6]1[CH:11]=[CH:10][CH:9]=[C:8]([OH:12])[CH:7]=1.C(=O)([O-])[O-].[Cs+].[Cs+].Br[CH2:23][CH2:24][CH2:25][O:26][C:27]1[CH:32]=[CH:31][C:30]([C:33]2[CH:38]=[CH:37][CH:36]=[CH:35][CH:34]=2)=[CH:29][CH:28]=1>CN(C=O)C>[C:30]1([C:33]2[CH:34]=[CH:35][CH:36]=[CH:37][CH:38]=2)[CH:29]=[CH:28][C:27]([O:26][CH2:25][CH2:24][CH2:23][O:12][C:8]2[CH:7]=[C:6]([CH2:5][CH:4]([O:13][CH3:14])[C:3]([OH:2])=[O:15])[CH:11]=[CH:10][CH:9]=2)=[CH:32][CH:31]=1 |f:1.2.3|. Procedure: A mixture of 3-(3-Hydroxyphenyl)-2-methoxy-propionic acid methyl ester (1 eq) from Step D, Cesium Carbonate (3 eq) and 4-(3-bromopropoxy)biphenyl (1 eq) in DMF and in a 10 mL tube was shaked in an orbital agitator over a weekend. The mixture was filtered through a hydrofobic syringer and evaporated in a speed-vac apparatus. Then diluted with NaOH 1N-Ethanol and stirred overnight. Then HCl 3N was added and the reaction mixture was concentrated to remove the ethanol in vacuo, reconstituted in dich... Starting materials: COC(=O)c1ccc(CBr)c(OS(C)(=O)=O)c1, O=C([O-])[O-], CC1CCc2ccccc2N1, CN(C)C=O, CCOC(C)=O, [K+], [K+]. Yields the product COC(=O)c1ccc(CN2c3ccccc3CCC2C)c(OS(C)(=O)=O)c1. Reaction SMILES: [Br:1][CH2:2][c:3]1[c:4]([O:13][S:14](=[O:15])(=[O:16])[CH3:17])[cH:5][c:6]([C:7](=[O:8])[O:9][CH3:10])[cH:11][cH:12]1.[C:29](=[O:30])([O-:31])[O-:32].[CH3:18][CH:19]1[NH:20][c:21]2[cH:22][cH:23][cH:24][cH:25][c:26]2[CH2:27][CH2:28]1.[CH3:35][N:36]([CH3:37])[CH:38]=[O:39].[CH3:40][CH2:41][O:42][C:43](=[O:44])[CH3:45].[K+:33].[K+:34]>>[CH2:2]([c:3]1[c:4]([O:13][S:14](=[O:15])(=[O:16])[CH3:17])[cH:5][c:6]([C:7](=[O:8])[O:9][CH3:10])[cH:11][cH:12]1)[N:20]1[CH:19]([CH3:18])[CH2:28][CH2:27][c:26]2[c:21]1[cH:22][cH:23][cH:24][cH:25]2.